This data is from the Open Reaction Database (ORD), a public repository of structured organic reaction records. The task is: describe an organic reaction: reactants, conditions, products, and yield Starting materials: ClC1=CC=C(C=C1)C1=C(OC2=CC(=CC=C2C1=O)O)C(C)C (3-(4-chlorophenyl)-7-hydroxy-2-isopropyl-chromen-4-one), C1N2CN3CN1CN(C2)C3 (hexamethylenetetramine), C(C)(=O)O (acetic acid), Cl (HCl). The solvent is ClCCl (dichloromethane). Reaction conditions: temperature 100 celsius, time 20 hour. The product is ClC1=CC=C(C=C1)C1=C(OC2=C(C(=CC=C2C1=O)O)C=O)C(C)C (3-(4-Chlorophenyl)-7-hydroxy-2-isopropyl-4-oxo-4H-chromene-8-carbaldehyde). RXN SMILES: [Cl:1][C:2]1[CH:7]=[CH:6][C:5]([C:8]2[C:17](=[O:18])[C:16]3[C:11](=[CH:12][C:13]([OH:19])=[CH:14][CH:15]=3)[O:10][C:9]=2[CH:20]([CH3:22])[CH3:21])=[CH:4][CH:3]=1.C1N2CN3CN(C2)CN1C3.Cl.[C:34](O)(=[O:36])C>ClCCl>[Cl:1][C:2]1[CH:3]=[CH:4][C:5]([C:8]2[C:17](=[O:18])[C:16]3[C:11](=[C:12]([CH:34]=[O:36])[C:13]([OH:19])=[CH:14][CH:15]=3)[O:10][C:9]=2[CH:20]([CH3:22])[CH3:21])=[CH:6][CH:7]=1. Procedure: A mixture of 3-(4-chlorophenyl)-7-hydroxy-2-isopropyl-chromen-4-one (12.48 g, 39.6 mmol) and hexamethylenetetramine (39.46 g, 0.28 mol) in acetic acid (250 ml) is stirred at 100° C. for 20 h. After the mixture has cooled to room temperature, the solvent is removed in vacuo to afford a black oily residue. 5M HCl solution (150 ml) is added, and the mixture is heated under reflux for 30 min. The reaction mixture is poured onto ice/water, and the resulting brown solid is isolated by filtration. The ...